The task is: describe an organic reaction: reactants, conditions, products, and yield. This data is from the Open Reaction Database (ORD), a public repository of structured organic reaction records. Starting materials: BrC1=CC(=C(C=C1)C(C(=O)C=1C=CC2=C(N(C(O2)=O)C)C1)C)Cl (5-[2-(4-Bromo-2-chloro-phenyl)-propionyl]-3-methyl-3H-benzooxazol-2-one), BrC(C(=O)Br)(C)C (Bromoisobutyryl bromide), Cl (HCl), C(=O)(O)[O-].[Na+] (NaHCO3). Run in [OH-].[Na+] (NaOH), O1CCOCC1 (dioxane), CCOC(=O)C (EtOAc), O (Water). Reaction conditions: temperature 100 celsius, time 1 hour. The product is BrC1=CC(=C(C=C1)C(C(=O)C=1C=CC2=C(N(C(C(O2)(C)C)=O)C)C1)C)Cl (6-[2-(4-Bromo-2-chloro-phenyl)-propionyl]-2,2,4-trimethyl-4H-benzo[1,4]oxazin-3-one). Yield: 49.7%. As a reaction SMILES: [Br:1][C:2]1[CH:7]=[CH:6][C:5]([CH:8]([CH3:22])[C:9]([C:11]2[CH:12]=[CH:13][C:14]3[O:18][C:17](=[O:19])[N:16]([CH3:20])[C:15]=3[CH:21]=2)=[O:10])=[C:4]([Cl:23])[CH:3]=1.Cl.C([O-])(O)=O.[Na+].Br[C:31](C)([CH3:35])[C:32](Br)=O>[OH-].[Na+].O1CCOCC1.O.CCOC(C)=O>[Br:1][C:2]1[CH:7]=[CH:6][C:5]([CH:8]([CH3:22])[C:9]([C:11]2[CH:12]=[CH:13][C:14]3[O:18][C:31]([CH3:35])([CH3:32])[C:17](=[O:19])[N:16]([CH3:20])[C:15]=3[CH:21]=2)=[O:10])=[C:4]([Cl:23])[CH:3]=1 |f:2.3,5.6|. Procedure: A mixture of 5-[2-(4-bromo-2-chloro-phenyl)-propionyl]-3-methyl-3H-benzooxazol-2-one (20 mg, Example 116 step 7) in 1N aqueous NaOH (1 ml) and dioxane (1 ml) was heated for 20 min at 100° C. in a microwave oven. Aqueous 1N HCl solution (1.2 ml) was added, followed by NaHCO3 (100 mg) and EtOAc (10 ml). Bromoisobutyryl bromide (20 mg) was added and the mixture was stirred for 1 h. Water (10 ml) was added and extracted with EtOAc. The combined organic layers were dried over Na2SO4 and then concentr... The reactants are Br, CSc1cc(CO)cc(S(N)(=O)=O)c1Cc1ccccc1, CC(=O)O, O. Yields the product CSc1cc(CBr)cc(S(N)(=O)=O)c1Cc1ccccc1. Reaction SMILES: [BrH:26].[CH2:1]([c:2]1[cH:3][cH:4][cH:5][cH:6][cH:7]1)[c:8]1[c:9]([S:20][CH3:21])[cH:10][c:11]([CH2:12][OH:13])[cH:14][c:15]1[S:16]([NH2:17])(=[O:18])=[O:19].[CH3:22][C:23](=[O:24])[OH:25].[OH2:27]>>[CH2:1]([c:2]1[cH:3][cH:4][cH:5][cH:6][cH:7]1)[c:8]1[c:9]([S:20][CH3:21])[cH:10][c:11]([CH2:12][Br:26])[cH:14][c:15]1[S:16]([NH2:17])(=[O:18])=[O:19]. Starting materials: CN1C=C(C(C2=CC=CC=C12)=O)S(=O)(=O)Cl (1-methyl-4-oxo-1,4-dihydroquinoline-3-sulphonyl chloride), CNC (dimethylamine). Solvent: C(C)O (ethanol). Yields the product CN1C=C(C(C2=CC=CC=C12)=O)S(=O)(=O)N(C)C (1,N,N-trimethyl-4-oxo-1,4-dihydroquinoline-3-sulphonamide). As a reaction SMILES: [CH3:1][N:2]1[C:11]2[C:6](=[CH:7][CH:8]=[CH:9][CH:10]=2)[C:5](=[O:12])[C:4]([S:13](Cl)(=[O:15])=[O:14])=[CH:3]1.[CH3:17][NH:18][CH3:19]>C(O)C>[CH3:1][N:2]1[C:11]2[C:6](=[CH:7][CH:8]=[CH:9][CH:10]=2)[C:5](=[O:12])[C:4]([S:13]([N:18]([CH3:19])[CH3:17])(=[O:15])=[O:14])=[CH:3]1. Reported procedure: A mixture of 1-methyl-4-oxo-1,4-dihydroquinoline-3-sulphonyl chloride (2.4 g) and a solution of dimethylamine in ethanol (33% w/w; 50 ml) was stirred at room temperature for 30 minutes. The precipitated solid was filtered off and then boiled with dichloromethane (100 ml). The mixture was filtered and the filtrate evaporated to dryness to provide a white solid which was crystallised from methanol to give the novel compound 1,N,N-trimethyl-4-oxo-1,4-dihydroquinoline-3-sulphonamide, m.p. 225°-226°. Starting materials: CC1=NOC(=C1C1=CC=C(C=C1)N1CCN(CC1)C(=O)OC(C)(C)C)NC(=O)OCC(Cl)(Cl)Cl (tert-butyl 4-[4-(3-methyl-5-{[(2,2,2-trichloroethoxy)carbonyl]amino}isoxazol-4-yl)phenyl]piperazine-1-carboxylate), OC(C(=O)OC)CC(C)C (methyl 2-hydroxy-4-methylpentanoate), C1(=CC=CC=C1)P(C1=CC=CC=C1)C1=CC=CC=C1 (triphenyl phosphine), N(=NC(=O)OC(C)C)C(=O)OC(C)C (diisopropyl azodicarboxylate). Run in CN(C)C=O (DMF), O (water). Conditions: time 2 day. Product: C(C)(C)(C)OC(=O)N1CCN(CC1)C1=CC=C(C=C1)C=1C(=NOC1N([C@@H](CC(C)C)C(=O)OC)C(=O)OCC(Cl)(Cl)Cl)C (methyl N-(4-{4-[4-(tert-butoxycarbonyl)piperazin-1-yl]phenyl}-3-methylisoxazol-5-yl)-N-[(2,2,2-trichloroethoxy)carbonyl]leucinate). Reaction SMILES: [CH3:1][C:2]1[C:6]([C:7]2[CH:12]=[CH:11][C:10]([N:13]3[CH2:18][CH2:17][N:16]([C:19]([O:21][C:22]([CH3:25])([CH3:24])[CH3:23])=[O:20])[CH2:15][CH2:14]3)=[CH:9][CH:8]=2)=[C:5]([NH:26][C:27]([O:29][CH2:30][C:31]([Cl:34])([Cl:33])[Cl:32])=[O:28])[O:4][N:3]=1.O[CH:36]([CH2:41][CH:42]([CH3:44])[CH3:43])[C:37]([O:39][CH3:40])=[O:38].C1(P(C2C=CC=CC=2)C2C=CC=CC=2)C=CC=CC=1.N(C(OC(C)C)=O)=NC(OC(C)C)=O>CN(C=O)C.O>[C:22]([O:21][C:19]([N:16]1[CH2:15][CH2:14][N:13]([C:10]2[CH:9]=[CH:8][C:7]([C:6]3[C:2]([CH3:1])=[N:3][O:4][C:5]=3[N:26]([C:27]([O:29][CH2:30][C:31]([Cl:32])([Cl:33])[Cl:34])=[O:28])[C@H:36]([C:37]([O:39][CH3:40])=[O:38])[CH2:41][CH:42]([CH3:44])[CH3:43])=[CH:12][CH:11]=2)[CH2:18][CH2:17]1)=[O:20])([CH3:25])([CH3:23])[CH3:24]. Procedure details: To tert-butyl 4-[4-(3-methyl-5-{[(2,2,2-trichloroethoxy)carbonyl]amino}isoxazol-4-yl)phenyl]piperazine-1-carboxylate (617 mg, 1.16 mmol), methyl 2-hydroxy-4-methylpentanoate (255 mg, 1.74 mmol) and triphenyl phosphine (460 mg, 1.74 mmol) in dry DMF (15 mL) at 0° C. under dry nitrogen was added diisopropyl azodicarboxylate (0.35 mL, 1.74 mmol) dropwise over ½ hour and the reaction mixture was stirred for 2 days at rt. The reaction was poured into water and the product extracted with Et2O (2×), dr... The reactants are Cl.CC1(C=2C=CC(=CC2C(CC1)(C)C)C=1N=C(SC1)N1CCC(CC1)N)C (1-[4-(5,5,8,8-tetramethyl-5,6,7,8-tetrahydronaphthalen-2-yl)thiazol-2-yl]piperidin-4-ylamine hydrochloride), C(C)(C)(C)OC(=O)CN[C@H](C(=O)O)CO ((S)-2-(tert-butoxycarbonylmethylamino)-3-hydroxypropionic acid). Product: OC[C@@H](C(=O)NC1CCN(CC1)C=1SC=C(N1)C1=CC=2C(CCC(C2C=C1)(C)C)(C)C)NC ((S)-3-hydroxy-2-methylamino-N-{1-[4-(5,5,8,8-tetramethyl-5,6,7,8-tetrahydronaphthalen-2-yl)thiazol-2-yl]piperidin-4-yl}propionamide). RXN SMILES: Cl.[CH3:2][C:3]1([CH3:27])[CH2:12][CH2:11][C:10]([CH3:14])([CH3:13])[C:9]2[CH:8]=[C:7]([C:15]3[N:16]=[C:17]([N:20]4[CH2:25][CH2:24][CH:23]([NH2:26])[CH2:22][CH2:21]4)[S:18][CH:19]=3)[CH:6]=[CH:5][C:4]1=2.C(OC([CH2:35][NH:36][C@@H:37]([CH2:41][OH:42])[C:38](O)=[O:39])=O)(C)(C)C>>[OH:42][CH2:41][C@H:37]([NH:36][CH3:35])[C:38]([NH:26][CH:23]1[CH2:24][CH2:25][N:20]([C:17]2[S:18][CH:19]=[C:15]([C:7]3[CH:6]=[CH:5][C:4]4[C:3]([CH3:27])([CH3:2])[CH2:12][CH2:11][C:10]([CH3:13])([CH3:14])[C:9]=4[CH:8]=3)[N:16]=2)[CH2:21][CH2:22]1)=[O:39] |f:0.1|. Procedure: The preparation was carried out analogously starting from 50 mg (0.12 mmol) of 1-[4-(5,5,8,8-tetramethyl-5,6,7,8-tetrahydronaphthalen-2-yl)thiazol-2-yl]piperidin-4-ylamine hydrochloride and 33 mg (0.13 mmol) of (S)-2-(tert-butoxycarbonylmethylamino)-3-hydroxypropionic acid. The product was purified by means of flash chromatography on silica gel. The protecting group was cleaved off analogously using HCl in methanol. Reactants: c4(C)ccc(B3OB(c1ccc(C)cc1)OB(c2ccc(C)cc2)O3)cc4 (effective_coupling_partner), COc1ccc(OC(=O)C(C)(C)C)cc1 (substrate). The reagents and catalysts are PCy3. Run at temperature 110 celsius, time 12 hour. Yields the product Cc1ccc(c2ccc(OC)cc2)cc1.